From a dataset of the Open Reaction Database (ORD), a public repository of structured organic reaction records. describe an organic reaction: reactants, conditions, products, and yield Starting materials: N#Cc1ccc2ccccc2c1-c1c(P(=O)(c2ccccc2)c2ccccc2)ccc2ccccc12, O=C([O-])[O-], CS(C)=O, [K+], [K+], O, OO. Yields the product NC(=O)c1ccc2ccccc2c1-c1c(P(=O)(c2ccccc2)c2ccccc2)ccc2ccccc12. As a reaction SMILES: [C:1](#[N:2])[c:3]1[c:4](-[c:13]2[c:14]([P:23](=[O:24])([c:25]3[cH:26][cH:27][cH:28][cH:29][cH:30]3)[c:31]3[cH:32][cH:33][cH:34][cH:35][cH:36]3)[cH:15][cH:16][c:17]3[cH:18][cH:19][cH:20][cH:21][c:22]23)[c:5]2[cH:6][cH:7][cH:8][cH:9][c:10]2[cH:11][cH:12]1.[C:39]([O-:40])(=[O:41])[O-:42].[CH3:45][S:46]([CH3:47])=[O:48].[K+:43].[K+:44].[OH2:49].[OH:37][OH:38]>>[C:1]([NH2:2])([c:3]1[c:4](-[c:13]2[c:14]([P:23](=[O:24])([c:25]3[cH:26][cH:27][cH:28][cH:29][cH:30]3)[c:31]3[cH:32][cH:33][cH:34][cH:35][cH:36]3)[cH:15][cH:16][c:17]3[cH:18][cH:19][cH:20][cH:21][c:22]23)[c:5]2[cH:6][cH:7][cH:8][cH:9][c:10]2[cH:11][cH:12]1)=[O:40].